Task: describe an organic reaction: reactants, conditions, products, and yield. Dataset: the Open Reaction Database (ORD), a public repository of structured organic reaction records As a reaction SMILES: [C:1]([O:5][C:6]([N:8]1[C@H:17]([C:18](O)=[O:19])[CH2:16][C:15]2[C:10](=[CH:11][C:12]([OH:21])=[CH:13][CH:14]=2)[CH2:9]1)=[O:7])([CH3:4])([CH3:3])[CH3:2]>C1COCC1>[C:1]([O:5][C:6]([N:8]1[C@H:17]([CH2:18][OH:19])[CH2:16][C:15]2[C:10](=[CH:11][C:12]([OH:21])=[CH:13][CH:14]=2)[CH2:9]1)=[O:7])([CH3:4])([CH3:2])[CH3:3]. Reported procedure: (S)-2-t-Butoxycarbonyl-1,2,3,4-tetrahydro-7-hydroxyisoquinoline-3-carboxylic acid (100 mmol) is dissolved in THF (1 L). Borane methyl sulfide complex (200 mmol) is added carefully, and the solution heated at reflux for 1 hour. The solution is cooled, quenched with MeOH, and 1 N HCl to pH 2. The solution is neutralized to pH 7-8 with NaHCO3 and the solvent evaporated. The oily residue is diluted with water, extracted with EtOAC, washed with NaHCO3 and brine, then dried with MgSO4 and evaporated t... Solvent: C1CCOC1 (THF). Reactants: C(C)(C)(C)OC(=O)N1CC2=CC(=CC=C2C[C@H]1C(=O)O)O ((S)-2-t-Butoxycarbonyl-1,2,3,4-tetrahydro-7-hydroxyisoquinoline-3-carboxylic acid). Yields the product C(C)(C)(C)OC(=O)N1CC2=CC(=CC=C2C[C@H]1CO)O ((S)-2-t-Butoxycarbonyl-1,2,3,4-tetrahydro-3-hydroxymethyl-7-hydroxyisoquinoline). The reactants are N1=CC=CC=C1 (pyridine), COC(=O)C1=C(C=C2[C@@H](C[C@@H](N(C2=C1)C(=O)OCC)C)NCC1=CC(=CC(=C1)C(F)(F)F)C(F)(F)F)OC (cis-4-(3,5-Bis-trifluoromethyl-benzylamino)-6-methoxy-2-methyl-3,4-dihydro-2H-quinoline-1,7-dicarboxylic acid 1-ethyl ester 7-methyl ester), ClC(=O)OC (Methyl chloroformate). Solvent: ClCCl (dichloromethane), ClCCl (dichloromethane). Reaction conditions: time 3 hour. Yields the product COC(=O)C1=C(C=C2[C@@H](C[C@@H](N(C2=C1)C(=O)OCC)C)N(C(=O)OC)CC1=CC(=CC(=C1)C(F)(F)F)C(F)(F)F)OC (cis-4-[(3,5-Bis-trifluoromethyl-benzyl)-methoxycarbonyl-amino]-6-methoxy-2-methyl-3,4-dihydro-2H-quinoline-1,7-dicarboxylic Acid 1-ethyl Ester 7-methyl ester). Isolated yield 135.1%. RXN SMILES: [CH3:1][O:2][C:3]([C:5]1[CH:14]=[C:13]2[C:8]([C@H:9]([NH:21][CH2:22][C:23]3[CH:28]=[C:27]([C:29]([F:32])([F:31])[F:30])[CH:26]=[C:25]([C:33]([F:36])([F:35])[F:34])[CH:24]=3)[CH2:10][C@H:11]([CH3:20])[N:12]2[C:15]([O:17][CH2:18][CH3:19])=[O:16])=[CH:7][C:6]=1[O:37][CH3:38])=[O:4].N1C=CC=CC=1.Cl[C:46]([O:48][CH3:49])=[O:47]>ClCCl>[CH3:1][O:2][C:3]([C:5]1[CH:14]=[C:13]2[C:8]([C@H:9]([N:21]([CH2:22][C:23]3[CH:24]=[C:25]([C:33]([F:34])([F:36])[F:35])[CH:26]=[C:27]([C:29]([F:30])([F:31])[F:32])[CH:28]=3)[C:46]([O:48][CH3:49])=[O:47])[CH2:10][C@H:11]([CH3:20])[N:12]2[C:15]([O:17][CH2:18][CH3:19])=[O:16])=[CH:7][C:6]=1[O:37][CH3:38])=[O:4]. Reported procedure: cis-4-(3,5-Bis-trifluoromethyl-benzylamino)-6-methoxy-2-methyl-3,4-dihydro-2H-quinoline-1,7-dicarboxylic acid 1-ethyl ester 7-methyl ester (335 mg, 0.61 mmol) was dissolved in anhydrous dichloromethane (5 mL), and pyridine (0.20 mL, 2.5 mmol) was added. Methyl chloroformate (0.057 mL, 0.73 mmol) was slowly added and the reaction was stirred at room temperature for 3 h. Additional aliquots of reagents were added to drive the reaction to completion. The reaction mixture was then diluted with 35 ml... Product: C(C)(C)(C)C1=C(C(O[SiH](C)C)Br)C=CC=C1 (2-(tert-Butyl)dimethylsilyloxybenzyl bromide). The yield is 32.0%. The reactants are C(C)(C)(C)C1=C(C(O[SiH](C)C)O)C=CC=C1 (2-(tert-Butyl)dimethylsilyloxybenzyl alcohol), C(C)(C)(C)C1=C(C(O[SiH](C)C)Br)C=C(C(=C1)Br)OC (2-(tert-Butyl)dimethylsilyloxy-4-bromo-5-methoxybenzyl bromide). Reported procedure: This compound was prepared from 2-(tert-butyl)dimethylsilyloxybenzyl alcohol (8) (2.81 g, 11.8 mmol) in the manner previously described for the synthesis of benzyl bromide 6, affording 1.14 g (32%) of the silyloxybenzyl bromide as a colorless oil. 1H NMR (400 MHz, CDCl3) δ0.30 [s, 6H, Si(CH3)2 ], 1.07 [s, 9H, SiC(CH3)3 ], 4.54 (s, 2H, CH2Br), 6.83 (d, 1H, J=6.2 Hz, Ar--H), 6.93 (dd, 1H, J=7.1, 7.1 Hz, Ar--H), 7.19 (ddd, 1H, J=9.4, 7.9, 1.6 Hz, Ar--H) 7.34 ppm (dd, 1H, J=5.8, 1.6 Hz, Ar--H). ##ST... Reaction SMILES: C(C1C=CC=CC=1C(O)O[SiH](C)C)(C)(C)C.[C:17]([C:21]1[CH:32]=[C:31](Br)[C:30](OC)=[CH:29][C:22]=1[CH:23]([Br:28])[O:24][SiH:25]([CH3:27])[CH3:26])([CH3:20])([CH3:19])[CH3:18]>>[C:17]([C:21]1[CH:32]=[CH:31][CH:30]=[CH:29][C:22]=1[CH:23]([Br:28])[O:24][SiH:25]([CH3:26])[CH3:27])([CH3:20])([CH3:18])[CH3:19].